Dataset: the Open Reaction Database (ORD), a public repository of structured organic reaction records. Task: describe an organic reaction: reactants, conditions, products, and yield The reactants are ClC1=C(C(=CC=C1)I)CC#N (2-(2-chloro-6-iodophenyl)acetonitrile), O1CCOCC1 (dioxane), OS(=O)(=O)O (H2SO4). The solvent is O (water). Reaction conditions: temperature 115 celsius, time 2 hour. The product is ClC1=C(C(=CC=C1)I)CC(=O)O (2-(2-chloro-6-iodophenyl)acetic acid). RXN SMILES: [Cl:1][C:2]1[CH:7]=[CH:6][CH:5]=[C:4]([I:8])[C:3]=1CC#N.[OH:12]S(O)(=O)=O.[O:17]1[CH2:22][CH2:21]OCC1>O>[Cl:1][C:2]1[CH:7]=[CH:6][CH:5]=[C:4]([I:8])[C:3]=1[CH2:21][C:22]([OH:17])=[O:12]. Procedure: A mixture of 2-(2-chloro-6-iodophenyl)acetonitrile (10 g, 36 mmol) in 20 mL dioxane was treated with 25 mL 9M H2SO4. The mixture was stirred at 115° C. for 2 hours. The mixture was transferred into a sealed tube and heated to 150° C. and stirred for 2 hours. The mixture was then cooled to room temperature and diluted with 100 mL water. The mixture was extracted with EtOAc (3×50 mL). The combined organic layers were washed with saturated NaCl (20 mL), dried over sodium sulfate, and concentrated t... Starting materials: FCCOCCOCCOC=1C=C(C=NC1)[C@H](CC(=O)OC)NC(=O)[C@H]1CN(CCC1)C(CCC1CCN(CC1)C(=O)OC(C)(C)C)=O (Tert-butyl 4-{3-[(3R)-3-{[(1S)-1-(5-{2-[2-(2-fluoroethoxy)ethoxy]ethoxy}pyridin-3-yl)-3-methoxy-3-oxopropyl]carbamoyl}piperidin-1-yl]-3-oxopropyl}piperidine-1-carboxylate), CO (methanol), O.O.O.O.O.O.O.O.[OH-].[Ba+2].[OH-] (barium hydroxide octahydrate). The solvent is C(C)(C)(C)O (tert.-butanol). Reaction conditions: time 45 minute. Yields the product FCCOCCOCCOC=1C=C(C=NC1)[C@@H](CC(=O)O)NC(=O)[C@@H]1CN(CCC1)C(CCC1CCNCC1)=O ((3R)-3-(5-{2-[2-(2-fluoroethoxy)ethoxy]ethoxy}pyridin-3-yl)-3-[({(3S)-1-[3-(piperidin-4-yl)propanoyl]piperidin-3-yl}carbonyl)amino]propanoic acid). Isolated yield 12.8%. RXN SMILES: [F:1][CH2:2][CH2:3][O:4][CH2:5][CH2:6][O:7][CH2:8][CH2:9][O:10][C:11]1[CH:12]=[C:13]([C@@H:17]([NH:23][C:24]([C@@H:26]2[CH2:31][CH2:30][CH2:29][N:28]([C:32](=[O:48])[CH2:33][CH2:34][CH:35]3[CH2:40][CH2:39][N:38](C(OC(C)(C)C)=O)[CH2:37][CH2:36]3)[CH2:27]2)=[O:25])[CH2:18][C:19]([O:21]C)=[O:20])[CH:14]=[N:15][CH:16]=1.CO.O.O.O.O.O.O.O.O.[OH-].[Ba+2].[OH-]>C(O)(C)(C)C>[F:1][CH2:2][CH2:3][O:4][CH2:5][CH2:6][O:7][CH2:8][CH2:9][O:10][C:11]1[CH:12]=[C:13]([C@H:17]([NH:23][C:24]([C@H:26]2[CH2:31][CH2:30][CH2:29][N:28]([C:32](=[O:48])[CH2:33][CH2:34][CH:35]3[CH2:40][CH2:39][NH:38][CH2:37][CH2:36]3)[CH2:27]2)=[O:25])[CH2:18][C:19]([OH:21])=[O:20])[CH:14]=[N:15][CH:16]=1 |f:2.3.4.5.6.7.8.9.10.11.12|. Procedure: Tert-butyl 4-{3-[(3R)-3-{[(1S)-1-(5-{2-[2-(2-fluoroethoxy)ethoxy]ethoxy}pyridin-3-yl)-3-methoxy-3-oxopropyl]carbamoyl}piperidin-1-yl]-3-oxopropyl}piperidine-1-carboxylate (16.5 mg, 22 μmol) as solved in tert.-butanol (0.62 mL) and methanol (0.6 mL) and barium hydroxide octahydrate (34 mg, 315 μmol) was added. After stirring for 45 minutes room temperature the solvent was distilled off at 0° C. by high vacuum. The residue was solved in water (0.3 mL) and acidified by formic acid (0.9 mL). After 1... The reactants are NC1=C(C#N)C(=CC=C1)F (2-amino-6-fluorobenzonitrile), C[O-].[Na+] (sodium methoxide), C[O-].[Na+] (sodium methoxide). Solvent: CO (methanol), C(C)(=O)OCC (ethyl acetate), CN(C=O)C (N,N-dimethylformamide), CO (methanol). The product is NC1=C(C#N)C(=CC=C1)OC (2-Amino-6-methoxybenzonitrile). RXN SMILES: [NH2:1][C:2]1[CH:9]=[CH:8][CH:7]=[C:6](F)[C:3]=1[C:4]#[N:5].[CH3:11][O-:12].[Na+]>CN(C)C=O.CO.C(OCC)(=O)C>[NH2:1][C:2]1[CH:9]=[CH:8][CH:7]=[C:6]([O:12][CH3:11])[C:3]=1[C:4]#[N:5] |f:1.2|. Procedure details: A solution of 70 g (0.5 mol) of 2-amino-6-fluorobenzonitrile (prepared, e.g. according to U.S. Pat. No. 4,504,660) in 250 ml of N,N-dimethylformamide was prepared, and a solution of 30.6 g (0.55 mol) of sodium methoxide in 70 ml of methanol was added dropwise at room temperature while stirring. The mixture was then refluxed for 5 hours with stirring. The completion of the reaction was monitored by TLC. An additional 25 g of sodium methoxide in 35 ml methanol were added and the reaction mixture w...